This data is from the Open Reaction Database (ORD), a public repository of structured organic reaction records. The task is: describe an organic reaction: reactants, conditions, products, and yield Starting materials: [Cl-].C(C)C(C[N+]1=CC=CC=C1)CCCC (1-(2-ethylhexyl)pyridinium chloride), FC1=CC=C(C=C1)[N+](=O)[O-] (4-fluoronitrobenzene), C(C)(C)(C)C1=CC(=NO1)O (5-t-butyl-3-hydroxyisoxazole), CC(C)([O-])C.[K+] (potassium t-butoxide), resultant mixture. Solvent: C1(=CC=CC=C1)C (toluene). The product is C(C)(C)(C)C1=CC(N(O1)C1=CC=C(C=C1)[N+](=O)[O-])=O (5-t-butyl 2-(4-nitrophenyl)-4-isoxazolin-3-one). The yield is 6.5%. As a reaction SMILES: F[C:2]1[CH:7]=[CH:6][C:5]([N+:8]([O-:10])=[O:9])=[CH:4][CH:3]=1.[C:11]([C:15]1[O:19][N:18]=[C:17]([OH:20])[CH:16]=1)([CH3:14])([CH3:13])[CH3:12].CC(C)([O-])C.[K+].[Cl-].C(C(CCCC)C[N+]1C=CC=CC=1)C>C1(C)C=CC=CC=1>[C:11]([C:15]1[O:19][N:18]([C:2]2[CH:7]=[CH:6][C:5]([N+:8]([O-:10])=[O:9])=[CH:4][CH:3]=2)[C:17](=[O:20])[CH:16]=1)([CH3:14])([CH3:13])[CH3:12] |f:2.3,4.5|. Procedure details: 5.0 g of 4-fluoronitrobenzene, 5.0 g of 5-t-butyl-3-hydroxyisoxazole, 4.0 g of potassium t-butoxide, and 70 ml of toluene were mixed, and after adding 0.5 g of 1-(2-ethylhexyl)pyridinium chloride to the mixture, the resultant mixture was refluxed for 10 hours. The reaction mixture obtained was cooled and carefully applied to silica gel column chromatography to provide 0.6 g of the above-described compound with a yield of 6.5%. The melting point thereof was 125° C. to 127° C. Reactants: C(C)(=O)NC(C(=O)NC(C)(C)C)(CCCCB1OC(C(O1)(C)C)(C)C)C1CCN(CC1)C(=O)OCC1=CC=CC=C1 (benzyl 4-(2-acetamido-1-(tert-butylamino)-1-oxo-6-(4,4,5,5-tetramethyl-1,3,2-dioxaborolan-2-yl)hexan-2-yl)piperidine-1-carboxylate), C(C)(=O)OCC (ethyl acetate). Reagents/catalysts: [Pd] (palladium). The solvent is CO (methanol), CCCCCCC (heptane). Conditions: time 1.5 hour. The product is C(C)(=O)NC(C(=O)NC(C)(C)C)(CCCCB1OC(C(O1)(C)C)(C)C)C1CCNCC1 (2-acetamido-N-tert-butyl-2-(piperidin-4-yl)-6-(4,4,5,5-tetramethyl-1,3,2-dioxaborolan-2-yl)hexanamide). Isolated yield 95.8%. RXN SMILES: [C:1]([NH:4][C:5]([CH:26]1[CH2:31][CH2:30][N:29](C(OCC2C=CC=CC=2)=O)[CH2:28][CH2:27]1)([CH2:13][CH2:14][CH2:15][CH2:16][B:17]1[O:21][C:20]([CH3:23])([CH3:22])[C:19]([CH3:25])([CH3:24])[O:18]1)[C:6]([NH:8][C:9]([CH3:12])([CH3:11])[CH3:10])=[O:7])(=[O:3])[CH3:2].C(OCC)(=O)C>CO.CCCCCCC.[Pd]>[C:1]([NH:4][C:5]([CH:26]1[CH2:31][CH2:30][NH:29][CH2:28][CH2:27]1)([CH2:13][CH2:14][CH2:15][CH2:16][B:17]1[O:18][C:19]([CH3:24])([CH3:25])[C:20]([CH3:23])([CH3:22])[O:21]1)[C:6]([NH:8][C:9]([CH3:12])([CH3:10])[CH3:11])=[O:7])(=[O:3])[CH3:2]. Procedure details: In a 100 mL round bottom flask while under an argon atmosphere, benzyl 4-(2-acetamido-1-(tert-butylamino)-1-oxo-6-(4,4,5,5-tetramethyl-1,3,2-dioxaborolan-2-yl)hexan-2-yl)piperidine-1-carboxylate (3.0 g, 5.25 mmol) in methanol (40 mL) was degassed with argon (bubbled through solution) and subsequently treated with palladium (25 mg, 10 wt % on active carbon, wet, Degussa type E101 NE/W). After continued bubbling for 10 min the argon was replaced with a slow stream of hydrogen. After 1.5 h the reac... Starting materials: BrCC1=NN(C2=CC=CC=C12)C(=O)OC(C)(C)C (3-Bromomethyl-1-tert-butoxycarbonyl-1H-indazole), O (water), [H-].[Na+] (Sodium Hydride), O=C1CC(N(C2=C(N1CC(=O)N(C1=C(C=CC=C1)OC)C(C)C)C=CC=C2)C2=CC=CC=C2)=O (2-(-2,4-dioxo-5-phenyl-2,3,4,5-tetrahydrobenzo[b][1,4]diazepin-1-yl)-N-isopropyl-N-(2-methoxy-phenyl) acetamide), resultant mixture. The solvent is CN(C)C=O (DMF). Reaction conditions: time 22 hour. Product: C(C)(C)(C)OC(=O)N1N=C(C2=CC=CC=C12)CC1C(N(C2=C(N(C1=O)CC(=O)N(C1=C(C=CC=C1)OC)C(C)C)C=CC=C2)C2=CC=CC=C2)=O (2-[3-(1-tert-butoxycarbonyl-1H-indazol-3-ylmethyl)-2,4-dioxo-5-phenyl-2,3,4,5-tetrahydrobenzo[b][1,4]diazepin-1-yl]-N-isopropyl-N-(2-methoxy-phenyl) acetamide). RXN SMILES: [H-].[Na+].[O:3]=[C:4]1[N:10]([CH2:11][C:12]([N:14]([CH:23]([CH3:25])[CH3:24])[C:15]2[CH:20]=[CH:19][CH:18]=[CH:17][C:16]=2[O:21][CH3:22])=[O:13])[C:9]2[CH:26]=[CH:27][CH:28]=[CH:29][C:8]=2[N:7]([C:30]2[CH:35]=[CH:34][CH:33]=[CH:32][CH:31]=2)[C:6](=[O:36])[CH2:5]1.Br[CH2:38][C:39]1[C:47]2[C:42](=[CH:43][CH:44]=[CH:45][CH:46]=2)[N:41]([C:48]([O:50][C:51]([CH3:54])([CH3:53])[CH3:52])=[O:49])[N:40]=1.O>CN(C=O)C>[C:51]([O:50][C:48]([N:41]1[C:42]2[C:47](=[CH:46][CH:45]=[CH:44][CH:43]=2)[C:39]([CH2:38][CH:5]2[C:4](=[O:3])[N:10]([CH2:11][C:12]([N:14]([CH:23]([CH3:25])[CH3:24])[C:15]3[CH:20]=[CH:19][CH:18]=[CH:17][C:16]=3[O:21][CH3:22])=[O:13])[C:9]3[CH:26]=[CH:27][CH:28]=[CH:29][C:8]=3[N:7]([C:30]3[CH:31]=[CH:32][CH:33]=[CH:34][CH:35]=3)[C:6]2=[O:36])=[N:40]1)=[O:49])([CH3:54])([CH3:53])[CH3:52] |f:0.1|. Procedure: 45 mg of Sodium Hydride (60% in oil, 1.12 mmol) is added to a solution of 2-(-2,4-dioxo-5-phenyl-2,3,4,5-tetrahydrobenzo[b][1,4]diazepin-1-yl)-N-isopropyl-N-(2-methoxy-phenyl) acetamide, prepared as in Part D, (430 mg. 0.934 mmol) in DMF (10 mL) and the resultant mixture stirred at RT for 0.5 h prior to the addition of 3-Bromomethyl-1-tert-butoxycarbonyl-1H-indazole (291 mg, 0.934 mmol) to the reaction mixture. After stirring 22 h at RT, water (10 mL) is added and the resultant mixture extracted... The reactants are [BH4-], CC(C)(C)OC(=O)COC1CN(C(=O)OC(C)(C)C)CCC1c1ccc(OCCCOCc2ccccc2)cc1, Cl, [Li+], C1CCOC1. Product: CC(C)(C)OC(=O)N1CCC(c2ccc(OCCCOCc3ccccc3)cc2)C(OCCO)C1. RXN SMILES: [BH4-:1].[CH2:3]([c:4]1[cH:5][cH:6][cH:7][cH:8][cH:9]1)[O:10][CH2:11][CH2:12][CH2:13][O:14][c:15]1[cH:16][cH:17][c:18]([CH:21]2[CH:22]([O:34][CH2:35][C:36](=[O:37])[O:38][C:39]([CH3:40])([CH3:41])[CH3:42])[CH2:23][N:24]([C:27](=[O:28])[O:29][C:30]([CH3:31])([CH3:32])[CH3:33])[CH2:25][CH2:26]2)[cH:19][cH:20]1.[ClH:43].[Li+:2].[O:44]1[CH2:45][CH2:46][CH2:47][CH2:48]1>>[CH2:3]([c:4]1[cH:5][cH:6][cH:7][cH:8][cH:9]1)[O:10][CH2:11][CH2:12][CH2:13][O:14][c:15]1[cH:16][cH:17][c:18]([CH:21]2[CH:22]([O:34][CH2:35][CH2:36][OH:37])[CH2:23][N:24]([C:27](=[O:28])[O:29][C:30]([CH3:31])([CH3:32])[CH3:33])[CH2:25][CH2:26]2)[cH:19][cH:20]1. The reactants are NC1=NC(=C(C(=O)OC)C=C1)C (methyl 6-amino-2-methylnicotinate), ClCCCS(=O)(=O)Cl (3-chloropropane-1-sulfonyl chloride). The product is O=S1(N(CCC1)C1=NC(=C(C(=O)OC)C=C1)C)=O (methyl 6-(1,1-dioxo-1λ6-isothiazolidin-2-yl)-2-methylnicotinate). Reaction SMILES: [NH2:1][C:2]1[CH:11]=[CH:10][C:5]([C:6]([O:8][CH3:9])=[O:7])=[C:4]([CH3:12])[N:3]=1.Cl[CH2:14][CH2:15][CH2:16][S:17](Cl)(=[O:19])=[O:18]>>[O:18]=[S:17]1(=[O:19])[CH2:16][CH2:15][CH2:14][N:1]1[C:2]1[CH:11]=[CH:10][C:5]([C:6]([O:8][CH3:9])=[O:7])=[C:4]([CH3:12])[N:3]=1. Procedure details: Using methyl 6-amino-2-methylnicotinate (170 mg) described in Preparation Example 36 and 3-chloropropane-1-sulfonyl chloride (0.25 mL) and by the reaction and treatment in the same manner as in Preparation Example 17, the title compound (220 mg) was obtained. The reactants are C(C)OCC (diethyl ether), C(=O)([O-])[O-].[K+].[K+] (K2CO3), C[O-].[Na+] (sodium methanolate), COC=1C=C2C(=CN(C2=CC1)C(=O)OC(C)(C)C)/C(=C/C=1C=NC=CC1)/C#C ((E)-tert-butyl 5-methoxy-3-(1-(pyridin-3-yl)but-1-en-3-yn-2-yl)-1H-indole-1-carboxylate), compound ( 58 ), powder. Solvent: C(C)O (ethanol). Run at time 3 day. The product is COC=1C=C2C(=CNC2=CC1)/C(=C/C=1C=NC=CC1)/C#C ((E)-5-methoxy-3-(1-(pyridin-3-yl)but-1-en-3-yn-2-yl)-1H-indole). RXN SMILES: [CH3:1][O:2][C:3]1[CH:4]=[C:5]2[C:9](=[CH:10][CH:11]=1)[N:8](C(OC(C)(C)C)=O)[CH:7]=[C:6]2/[C:19](/[C:27]#[CH:28])=[CH:20]/[C:21]1[CH:22]=[N:23][CH:24]=[CH:25][CH:26]=1.C([O-])([O-])=O.[K+].[K+].C[O-].[Na+].C(OCC)C>C(O)C>[CH3:1][O:2][C:3]1[CH:4]=[C:5]2[C:9](=[CH:10][CH:11]=1)[NH:8][CH:7]=[C:6]2/[C:19](/[C:27]#[CH:28])=[CH:20]/[C:21]1[CH:22]=[N:23][CH:24]=[CH:25][CH:26]=1 |f:1.2.3,4.5|. Reported procedure: To a mixture of (E)-tert-butyl 5-methoxy-3-(1-(pyridin-3-yl)but-1-en-3-yn-2-yl)-1H-indole-1-carboxylate (270 mg, 0.72 mmol, 1.0 eq.) in ethanol (40 mL) were added K2CO3 (1.2 g, 8.6 mmol, 12.0 eq.) and sodium methanolate (232 mg, 4.3 mmol, 6.0 eq.), and then, the reaction was stirred at room temperature for 3 days. The solvent was removed and the residue taken up in ethyl acetate. The organic layer washed with water, dried over MgSO4, filtered through a silica gel pad and then, evaporated under r...